Dataset: the Open Reaction Database (ORD), a public repository of structured organic reaction records. Task: describe an organic reaction: reactants, conditions, products, and yield The reactants are CN1CCCC1=O, CCOC(C)=O, [Cu]Br, FC(F)(F)Oc1ccc(-c2ccc3[nH]ccc3c2)cc1, FC(F)(F)Oc1ccc(I)cc1, [K+], [K+], O=C([O-])[O-], O. The product is FC(F)(F)Oc1ccc(-c2ccc3c(ccn3-c3ccc(OC(F)(F)F)cc3)c2)cc1. As a reaction SMILES: [CH3:40][N:41]1[CH2:42][CH2:43][CH2:44][C:45]1=[O:46].[CH3:49][CH2:50][O:51][C:52](=[O:53])[CH3:54].[Cu:47][Br:48].[F:1][C:2]([O:3][c:4]1[cH:5][cH:6][c:7](-[c:10]2[cH:11][c:12]3[cH:13][cH:14][nH:15][c:16]3[cH:17][cH:18]2)[cH:8][cH:9]1)([F:19])[F:20].[F:21][C:22]([O:23][c:24]1[cH:25][cH:26][c:27]([I:30])[cH:28][cH:29]1)([F:31])[F:32].[K+:33].[K+:34].[O-:35][C:36]([O-:37])=[O:38].[OH2:39]>>[F:1][C:2]([O:3][c:4]1[cH:5][cH:6][c:7](-[c:10]2[cH:11][c:12]3[cH:13][cH:14][n:15](-[c:27]4[cH:26][cH:25][c:24]([O:23][C:22]([F:21])([F:31])[F:32])[cH:29][cH:28]4)[c:16]3[cH:17][cH:18]2)[cH:8][cH:9]1)([F:19])[F:20]. Starting materials: CCOC(=O)CSc1cnc(N)s1, COCC(C)Oc1cc(Oc2ccc(S(C)(=O)=O)cc2)cc(C(=O)O)c1. Yields the product CCOC(=O)CSc1cnc(NC(=O)c2cc(Oc3ccc(S(C)(=O)=O)cc3)cc(OC(C)COC)c2)s1. As a reaction SMILES: [CH2:27]([CH3:28])[O:29][C:30]([CH2:31][S:32][c:33]1[cH:34][n:35][c:36]([NH2:38])[s:37]1)=[O:39].[CH3:1][S:2](=[O:3])(=[O:4])[c:5]1[cH:6][cH:7][c:8]([O:9][c:10]2[cH:11][c:12]([C:13](=[O:14])[OH:15])[cH:16][c:17]([O:19][CH:20]([CH2:21][O:22][CH3:23])[CH3:24])[cH:18]2)[cH:25][cH:26]1>>[CH3:1][S:2](=[O:3])(=[O:4])[c:5]1[cH:6][cH:7][c:8]([O:9][c:10]2[cH:11][c:12]([C:13](=[O:15])[NH:38][c:36]3[n:35][cH:34][c:33]([S:32][CH2:31][C:30]([O:29][CH2:27][CH3:28])=[O:39])[s:37]3)[cH:16][c:17]([O:19][CH:20]([CH2:21][O:22][CH3:23])[CH3:24])[cH:18]2)[cH:25][cH:26]1. Starting materials: C([O-])([O-])=O.[K+].[K+] (potassium carbonate), ClC=1C=C2C(=CNC2=CC1Cl)CC(=O)OCCCC (n-butyl 5,6-dichloroindole-3-acetate). The solvent is O (water), CO (methanol). Product: ClC=1C=C2C(=CNC2=CC1Cl)CC(=O)O (5,6-dichloroindole-3-acetic acid). Yield: 33.2%. RXN SMILES: C(=O)([O-])[O-].[K+].[K+].[Cl:7][C:8]1[CH:9]=[C:10]2[C:14](=[CH:15][C:16]=1[Cl:17])[NH:13][CH:12]=[C:11]2[CH2:18][C:19]([O:21]CCCC)=[O:20]>O.CO>[Cl:7][C:8]1[CH:9]=[C:10]2[C:14](=[CH:15][C:16]=1[Cl:17])[NH:13][CH:12]=[C:11]2[CH2:18][C:19]([OH:21])=[O:20] |f:0.1.2|. Procedure details: An aqueous solution prepared by dissolving 280 mg of potassium carbonate in 2.5 ml of water was added to a solution of 100 mg of n-butyl 5,6-dichloroindole-3-acetate in 10 ml of methanol. After 1.5 hours of refluxing, the methanol was removed from the reaction solution under reduced pressure, and the aqueous solution thus obtained was extracted with ethyl acetate. The aqueous phase was acidified with 1N hydrochloric acid and extracted with ethyl acetate. The ethyl acetate phase was washed with d... Reactants: C[Si](C)(C)[N-][Si](C)(C)C.[Na+] (NaHMDS), C(#N)C=1C=C(C=CC1F)CC(=O)OC (methyl (3-cyano-4-fluorophenyl)acetate), CI (CH3I). Run in C1CCOC1 (THF). Conditions: temperature -78 celsius, time 1 hour. The product is C(#N)C=1C=C(C=CC1F)C(C(=O)OC)C (methyl 2-(3-cyano-4-fluorophenyl)propanoate). As a reaction SMILES: [C:1]([C:3]1[CH:4]=[C:5]([CH2:10][C:11]([O:13][CH3:14])=[O:12])[CH:6]=[CH:7][C:8]=1[F:9])#[N:2].[CH3:15][Si]([N-][Si](C)(C)C)(C)C.[Na+].CI>C1COCC1>[C:1]([C:3]1[CH:4]=[C:5]([CH:10]([CH3:15])[C:11]([O:13][CH3:14])=[O:12])[CH:6]=[CH:7][C:8]=1[F:9])#[N:2] |f:1.2|. Reported procedure: A solution of compound methyl (3-cyano-4-fluorophenyl)acetate (200 mg, 1.03 mmol) in 15 mL of anhydrous THF was cooled to −78° C. NaHMDS (1.11 mmol) was added to the reaction dropwise at −78° C. After the addition, the mixture was stirred at −78° C. for 1 h and then CH3I (160 mg, 1.33 mmol) was added to the reaction dropwise at −78° C. The reaction was warmed to room temperature slowly and stirred at ambient temperature over night. The reaction was quenched with NH4Cl solution, extracted with Et... Reactants: [Al+3], [H-], [H-], [H-], [H-], O=C(O)c1ccc(I)cc1, [Li+], C1CCOC1. Product: OCc1ccc(I)cc1. As a reaction SMILES: [Al+3:12].[H-:11].[H-:14].[H-:15].[H-:16].[I:1][c:2]1[cH:3][cH:4][c:5]([C:6](=[O:7])[OH:8])[cH:9][cH:10]1.[Li+:13].[O:17]1[CH2:18][CH2:19][CH2:20][CH2:21]1>>[I:1][c:2]1[cH:3][cH:4][c:5]([CH2:6][OH:7])[cH:9][cH:10]1. Reactants: O.C(CC(O)(C(=O)O)CC(=O)O)(=O)O (water citric acid), ClC=1C=C(C=CC1O)C=1C=C(C=2NC3=CC(=CC=C3C2C1)N1CCOCC1)C(=O)N (3-(3-chloro-4-hydroxyphenyl)-7-morpholino-9H-carbazole-1-carboxamide), C(=O)([O-])[O-].[K+].[K+] (K2CO3), BrCCBr (1,2-dibromoethane). The solvent is C(C)(=O)OCC (ethyl acetate), CN(C)C=O (DMF). Conditions: time 4 hour. Product: BrCCOC1=C(C=C(C=C1)C=1C=C(C=2NC3=CC(=CC=C3C2C1)N1CCOCC1)C(=O)N)Cl (3-(4-(2-bromoethoxy)-3-chlorophenyl)-7-morpholino-9H-carbazole-1-carboxamide). Isolated yield 91.5%. As a reaction SMILES: [Cl:1][C:2]1[CH:3]=[C:4]([C:9]2[CH:10]=[C:11]([C:28]([NH2:30])=[O:29])[C:12]3[NH:13][C:14]4[C:19]([C:20]=3[CH:21]=2)=[CH:18][CH:17]=[C:16]([N:22]2[CH2:27][CH2:26][O:25][CH2:24][CH2:23]2)[CH:15]=4)[CH:5]=[CH:6][C:7]=1[OH:8].C([O-])([O-])=O.[K+].[K+].[Br:37][CH2:38][CH2:39]Br.O.C(O)(=O)CC(CC(O)=O)(C(O)=O)O>C(OCC)(=O)C.CN(C=O)C>[Br:37][CH2:38][CH2:39][O:8][C:7]1[CH:6]=[CH:5][C:4]([C:9]2[CH:10]=[C:11]([C:28]([NH2:30])=[O:29])[C:12]3[NH:13][C:14]4[C:19]([C:20]=3[CH:21]=2)=[CH:18][CH:17]=[C:16]([N:22]2[CH2:27][CH2:26][O:25][CH2:24][CH2:23]2)[CH:15]=4)=[CH:3][C:2]=1[Cl:1] |f:1.2.3,5.6|. Procedure: A 100 ml round bottom flask was loaded with 3-(3-chloro-4-hydroxyphenyl)-7-morpholino-9H-carbazole-1-carboxamide (114.9 mg, 0.245 mmol, Example 406), K2CO3 (386 mg, 2.79 mmol), DMF (10 ml) and 1,2-dibromoethane (0.24 ml, 2.79 mmol) and the mixture stirred at room temperature for 4 hours. The reaction mixture was partitioned between 500 ml water+citric acid (0.5 M solution in water) (20 ml, 10.00 mmol) and ethyl acetate. The organic layer was washed with dilute (1+5) aq. NaHCO3 solution, then bri... Reactants: CCOC(=O)C=Cc1c(COC)nc2c(cnn2CC)c1-c1cncc(C)c1, CCO, O=[Pt]. The product is CCOC(=O)CCc1c(COC)nc2c(cnn2CC)c1-c1cncc(C)c1. RXN SMILES: [CH2:1]([CH3:2])[n:3]1[n:4][cH:5][c:6]2[c:7]1[n:8][c:9]([CH2:26][O:27][CH3:28])[c:10]([CH:19]=[CH:20][C:21](=[O:22])[O:23][CH2:24][CH3:25])[c:11]2-[c:12]1[cH:13][n:14][cH:15][c:16]([CH3:18])[cH:17]1.[CH3:29][CH2:30][OH:31].[Pt:32]=[O:33]>>[CH2:1]([CH3:2])[n:3]1[n:4][cH:5][c:6]2[c:7]1[n:8][c:9]([CH2:26][O:27][CH3:28])[c:10]([CH2:19][CH2:20][C:21](=[O:22])[O:23][CH2:24][CH3:25])[c:11]2-[c:12]1[cH:13][n:14][cH:15][c:16]([CH3:18])[cH:17]1.